Dataset: the Open Reaction Database (ORD), a public repository of structured organic reaction records. Task: describe an organic reaction: reactants, conditions, products, and yield Starting materials: N([C@H](CC1CCCCC1)C(=O)O)C(=O)OC(C)(C)C (Boc-D-Cha-OH), C=1C=CC2=C(C1)N=NN2O (HOBt), C1CCC(CC1)N=C=NC2CCCCC2 (DCC), N1[C@H](C(=O)OCC2=CC=CC=C2)CCC1.Cl (H-Pro-OBzl.HCl), C(C)(C)N(C(C)C)CC (N,N-diisopropyl ethylamine). The solvent is ClCCl (dichloromethane), ClCCl (dichloromethane). Yields the product N([C@H](CC1CCCCC1)C(=O)N1[C@H](C(=O)OCC2=CC=CC=C2)CCC1)C(=O)OC(C)(C)C (Boc-D-Cha-Pro-OBzl). Isolated yield 98.5%. As a reaction SMILES: [NH:1]([C:13]([O:15][C:16]([CH3:19])([CH3:18])[CH3:17])=[O:14])[C@@H:2]([C:10]([OH:12])=O)[CH2:3][CH:4]1[CH2:9][CH2:8][CH2:7][CH2:6][CH2:5]1.C1C=CC2N(O)N=NC=2C=1.C1CCC(N=C=NC2CCCCC2)CC1.[NH:45]1[CH2:59][CH2:58][CH2:57][C@H:46]1[C:47]([O:49][CH2:50][C:51]1[CH:56]=[CH:55][CH:54]=[CH:53][CH:52]=1)=[O:48].Cl.C(N(CC)C(C)C)(C)C>ClCCl>[NH:1]([C:13]([O:15][C:16]([CH3:19])([CH3:18])[CH3:17])=[O:14])[C@@H:2]([C:10]([N:45]1[CH2:59][CH2:58][CH2:57][C@H:46]1[C:47]([O:49][CH2:50][C:51]1[CH:52]=[CH:53][CH:54]=[CH:55][CH:56]=1)=[O:48])=[O:12])[CH2:3][CH:4]1[CH2:5][CH2:6][CH2:7][CH2:8][CH2:9]1 |f:3.4|. Procedure details: To a stirred solution of 11.64 g of Boc-D-Cha-OH in 100 mL of dichloromethane at 0° C. was added 6.36 g of HOBt and 9.72 g of DCC. After 20 minutes a solution of 10.35 g of H-Pro-OBzl.HCl in 40 mL of dichloromethane adjusted with N,N-diisopropyl ethylamine to pH 8 was added. After 16 h the reaction mixture was filtered and the filtrate was washed successively with water, 0.1 N hydrochloric acid, water, aqueous 5% sodium hydrogencarbonate and brine. All aqueous washes were extracted twice with et... The yield is 37.0%. Procedure: In analogy to the procedure described for the synthesis of 5-tert-butyl-7-(3,3-difluoro-pyrrolidin-1-yl)-2-ethyl-2H-[1,2,3]triazolo[4,5-d]pyrimidine (example 3, step b), the title compound was prepared from 5-tert-butyl-7-(3,3-difluoropyrrolidin-1-yl)-3H-[1,2,3]triazolo[4,5-d]pyrimidine and 1-bromo-2-(bromomethyl)benzene and isolated as colorless gum (6.9 mg, 37%). MS (m/e): 451.3 (MH+). Reaction SMILES: [C:1]([C:5]1[N:6]=[C:7]([N:16]2[CH2:20][CH2:19][C:18]([F:22])([F:21])[CH2:17]2)[C:8]2[C:9](=[N:11][N:12]([CH2:14][CH3:15])[N:13]=2)[N:10]=1)([CH3:4])([CH3:3])[CH3:2].C(C1N=C(N2CCC(F)(F)C2)C2N=NNC=2N=1)(C)(C)C.[Br:43][C:44]1C=[CH:48][CH:47]=[CH:46][C:45]=1CBr>>[Br:43][C:44]1[CH:45]=[CH:46][CH:47]=[CH:48][C:15]=1[CH2:14][N:12]1[N:11]=[C:9]2[N:10]=[C:5]([C:1]([CH3:2])([CH3:3])[CH3:4])[N:6]=[C:7]([N:16]3[CH2:20][CH2:19][C:18]([F:21])([F:22])[CH2:17]3)[C:8]2=[N:13]1. Product: BrC1=C(CN2N=C3C(N=C(N=C3N3CC(CC3)(F)F)C(C)(C)C)=N2)C=CC=C1 (2-(2-Bromo-benzyl)-5-tert-butyl-7-(3,3-difluoro-pyrrolidin-1-yl)-2H-[1,2,3]triazolo[4,5-d]pyrimidine), gum. Starting materials: C(C)(C)(C)C=1N=C(C=2C(N1)=NN(N2)CC)N2CC(CC2)(F)F (5-tert-Butyl-7-(3,3-difluoro-pyrrolidin-1-yl)-2-ethyl-2H-[1,2,3]triazolo[4,5-d]pyrimidine), C(C)(C)(C)C=1N=C(C2=C(N1)NN=N2)N2CC(CC2)(F)F (5-tert-butyl-7-(3,3-difluoropyrrolidin-1-yl)-3H-[1,2,3]triazolo[4,5-d]pyrimidine), BrC1=C(C=CC=C1)CBr (1-bromo-2-(bromomethyl)benzene).